describe an organic reaction: reactants, conditions, products, and yield From a dataset of the Open Reaction Database (ORD), a public repository of structured organic reaction records. The reactants are CCOCC (ether), C(C)(C)(C)OC(NCC1(CC12CCCCC2)C2=NOC(N2)=O)=O ([1-(5-oxo-4,5-dihydro-[1,2,4]oxadiazol-3-yl)-spiro[2.5]oct-1-ylmethyl]-carbamic acid tert-butyl ester), Cl (HCl). Run in O1CCOCC1 (1,4-dioxane), O1CCOCC1 (1,4-dioxane). Conditions: time 18 hour. The product is Cl.NCC1(CC12CCCCC2)C2=NOC(N2)=O (3-(1-aminomethyl-spiro[2.5]oct-1-yl)-4H-[1,2,4]oxadiazol-5-one hydrochloride). Yield: 64.0%. As a reaction SMILES: C(OC(=O)[NH:7][CH2:8][C:9]1([C:17]2[NH:21][C:20](=[O:22])[O:19][N:18]=2)[C:11]2([CH2:16][CH2:15][CH2:14][CH2:13][CH2:12]2)[CH2:10]1)(C)(C)C.[ClH:24].CCOCC>O1CCOCC1>[ClH:24].[NH2:7][CH2:8][C:9]1([C:17]2[NH:21][C:20](=[O:22])[O:19][N:18]=2)[C:11]2([CH2:12][CH2:13][CH2:14][CH2:15][CH2:16]2)[CH2:10]1 |f:4.5|. Procedure details: To a solution of [1-(5-oxo-4,5-dihydro-[1,2,4]oxadiazol-3-yl)-spiro[2.5]oct-1-ylmethyl]-carbamic acid tert-butyl ester (4.30 g, 13.3 mmol) in 1,4-dioxane (90 mL) was added 4N HCl in 1,4-dioxane (45 mL). The solution was stirred for 18 hours, ether (200 mL) was added and the precipitate isolated by vacuum filtration. The residue was chromatographed on a wet-packed silica gel column (5.5×30 cm) eluting with 80:20:5 CH2Cl2/MeOH/NH4OH. The appropriate fractions were combined and evaporated under red... Starting materials: CC1(C)Oc2ccc(C#N)cc2C2OC21, Nc1nc2cc(Cl)ccc2o1. Product: CC1(C)Oc2ccc(C#N)cc2C(Nc2nc3cc(Cl)ccc3o2)C1O. RXN SMILES: [CH3:1][C:2]1([CH3:15])[CH:3]2[CH:4]([c:5]3[cH:6][c:7]([C:12]#[N:13])[cH:8][cH:9][c:10]3[O:11]1)[O:14]2.[Cl:16][c:17]1[cH:18][cH:19][c:20]2[c:21]([n:22][c:23]([NH2:25])[o:24]2)[cH:26]1>>[CH3:1][C:2]1([CH3:15])[CH:3]([OH:14])[CH:4]([NH:25][c:23]2[n:22][c:21]3[c:20]([cH:19][cH:18][c:17]([Cl:16])[cH:26]3)[o:24]2)[c:5]2[cH:6][c:7]([C:12]#[N:13])[cH:8][cH:9][c:10]2[O:11]1.